This data is from the Open Reaction Database (ORD), a public repository of structured organic reaction records. The task is: describe an organic reaction: reactants, conditions, products, and yield The reactants are COc1ccc(Cn2c(=O)ccn(C3OC(C(O)C(NCCCNC(=O)C(CC(C)C)NC(=O)OCc4ccccc4)C(=O)OC(C)(C)C)C(O)C3O)c2=O)cc1, O=C(O)C(F)(F)F. The product is COc1ccc(Cn2c(=O)ccn(C3OC(C(O)C(NCCCNC(=O)C(CC(C)C)NC(=O)OCc4ccccc4)C(=O)O)C(O)C3O)c2=O)cc1. As a reaction SMILES: [OH:1][CH:2]1[CH:3]([CH:25]([CH:26]([NH:27][CH2:28][CH2:29][CH2:30][NH:31][C:32]([CH:33]([NH:34][C:35]([O:36][CH2:37][c:38]2[cH:39][cH:40][cH:41][cH:42][cH:43]2)=[O:44])[CH2:45][CH:46]([CH3:47])[CH3:48])=[O:49])[C:50](=[O:51])[O:52][C:53]([CH3:54])([CH3:55])[CH3:56])[OH:57])[O:4][CH:5]([n:8]2[c:9](=[O:24])[n:10]([CH2:15][c:16]3[cH:17][cH:18][c:19]([O:22][CH3:23])[cH:20][cH:21]3)[c:11](=[O:14])[cH:12][cH:13]2)[CH:6]1[OH:7].[OH:58][C:59]([C:60]([F:61])([F:62])[F:63])=[O:64]>>[OH:1][CH:2]1[CH:3]([CH:25]([CH:26]([NH:27][CH2:28][CH2:29][CH2:30][NH:31][C:32]([CH:33]([NH:34][C:35]([O:36][CH2:37][c:38]2[cH:39][cH:40][cH:41][cH:42][cH:43]2)=[O:44])[CH2:45][CH:46]([CH3:47])[CH3:48])=[O:49])[C:50](=[O:51])[OH:52])[OH:57])[O:4][CH:5]([n:8]2[c:9](=[O:24])[n:10]([CH2:15][c:16]3[cH:17][cH:18][c:19]([O:22][CH3:23])[cH:20][cH:21]3)[c:11](=[O:14])[cH:12][cH:13]2)[CH:6]1[OH:7]. Starting materials: C(CC)C1=C(C=CC=2CCC(OC21)(CCC(=O)OCC)CCC(=O)OCC)O (diethyl 3,4-dihydro-8-propyl-7-hydroxy-2H-1-benzopyran-2,2-dipropanoate), BrCCCOC1=CC=CC=C1 (1-bromo-3-phenoxypropane), C([O-])([O-])=O.[K+].[K+] (potassium carbonate). Run in CN(C=O)C (dimethylformamide). Conditions: time 8 hour. Product: O(C1=CC=CC=C1)CCCOC1=C(C2=C(CCC(O2)(CCC(=O)OCC)CCC(=O)OCC)C=C1)CCC (diethyl 3,4-dihydro-7-(3-phenoxypropoxy)-8-propyl-2H-1-benzopyran-2,2-dipropanoate). The yield is 37.3%. Reaction SMILES: [CH2:1]([C:4]1[C:13]2[O:12][C:11]([CH2:21][CH2:22][C:23]([O:25][CH2:26][CH3:27])=[O:24])([CH2:14][CH2:15][C:16]([O:18][CH2:19][CH3:20])=[O:17])[CH2:10][CH2:9][C:8]=2[CH:7]=[CH:6][C:5]=1[OH:28])[CH2:2][CH3:3].Br[CH2:30][CH2:31][CH2:32][O:33][C:34]1[CH:39]=[CH:38][CH:37]=[CH:36][CH:35]=1.C(=O)([O-])[O-].[K+].[K+]>CN(C)C=O>[O:33]([CH2:32][CH2:31][CH2:30][O:28][C:5]1[CH:6]=[CH:7][C:8]2[CH2:9][CH2:10][C:11]([CH2:14][CH2:15][C:16]([O:18][CH2:19][CH3:20])=[O:17])([CH2:21][CH2:22][C:23]([O:25][CH2:26][CH3:27])=[O:24])[O:12][C:13]=2[C:4]=1[CH2:1][CH2:2][CH3:3])[C:34]1[CH:39]=[CH:38][CH:37]=[CH:36][CH:35]=1 |f:2.3.4|. Procedure: A mixture of 370 mg (0.941 mmol) of the title product of Example 44, 243 mg (1.13 mmol) of 1-bromo-3-phenoxypropane, and 273 mg (1.98 mmol) of anhydrous potassium carbonate in 10 ml of dimethylformamide was stirred overnight at room temperature. Thereafter, the solvent was removed under reduced pressure, and the residue was partitioned between ethyl acetate and water. The aqueous layer was separated, acidified with 3N hydrochloric acid, and the layers reshaken. The aqueous layer was further extr... The reactants are COC=1C=C(CCNCC(COC2=C3CCC(NC3=C(C=C2)OCC2=CC=CC=C2)=O)O)C=CC1OC (5-[3-(3,4-dimethoxyphenethylamino)-2-hydroxypropoxy]-8-benzyloxy-3,4-dihydrocarbostyril), C(C)O (ethanol), Cl (hydrogen chloride). Reagents/catalysts: [C].[Pd] (palladium carbon). Solvent: CO (methanol). Product: Cl.COC=1C=C(CCNCC(COC2=C3CCC(NC3=C(C=C2)O)=O)O)C=CC1OC (5-[3-(3,4-dimethoxyphenethylamino)-2-hydroxypropoxy]-8-hydroxy-3,4-dihydrocarbostyril hydrochloride). Reaction SMILES: [CH3:1][O:2][C:3]1[CH:4]=[C:5]([CH:33]=[CH:34][C:35]=1[O:36][CH3:37])[CH2:6][CH2:7][NH:8][CH2:9][CH:10]([OH:32])[CH2:11][O:12][C:13]1[CH:22]=[CH:21][C:20]([O:23]CC2C=CC=CC=2)=[C:19]2[C:14]=1[CH2:15][CH2:16][C:17](=[O:31])[NH:18]2.C(O)C.[ClH:41]>CO.[C].[Pd]>[ClH:41].[CH3:1][O:2][C:3]1[CH:4]=[C:5]([CH:33]=[CH:34][C:35]=1[O:36][CH3:37])[CH2:6][CH2:7][NH:8][CH2:9][CH:10]([OH:32])[CH2:11][O:12][C:13]1[CH:22]=[CH:21][C:20]([OH:23])=[C:19]2[C:14]=1[CH2:15][CH2:16][C:17](=[O:31])[NH:18]2 |f:4.5,6.7|. Reported procedure: 2.0 g of 5-[3-(3,4-dimethoxyphenethylamino)-2-hydroxypropoxy]-8-benzyloxy-3,4-dihydrocarbostyril was suspended in 50 ml of methanol, and ethanol containing hydrogen chloride was added to the suspension until the suspension showed acidity to form a homogeneous solution. 0.7 g of 10% palladium carbon was added to the resulting solution, and the mixture was stirred at room temperature and at atmospheric pressure to absorb hydrogen. The reaction completed at the point when the absorption of hydrogen... Reactants: O=C([O-])O, Cc1ccc(Oc2ccc(N)cc2C)cn1, CC(C)O, CCOC(=O)Cn1ccc2ncnc(Cl)c21, [Na+]. Yields the product CCOC(=O)Cn1ccc2ncnc(Nc3ccc(Oc4ccc(C)nc4)c(C)c3)c21. RXN SMILES: [C:37](=[O:38])([O-:39])[OH:40].[CH3:17][c:18]1[cH:19][c:20]([NH2:21])[cH:22][cH:23][c:24]1[O:25][c:26]1[cH:27][n:28][c:29]([CH3:32])[cH:30][cH:31]1.[CH:33]([OH:34])([CH3:35])[CH3:36].[Cl:1][c:2]1[c:3]2[c:4]([n:5][cH:6][n:7]1)[cH:8][cH:9][n:10]2[CH2:11][C:12](=[O:13])[O:14][CH2:15][CH3:16].[Na+:41]>>[c:2]1([NH:21][c:20]2[cH:19][c:18]([CH3:17])[c:24]([O:25][c:26]3[cH:27][n:28][c:29]([CH3:32])[cH:30][cH:31]3)[cH:23][cH:22]2)[c:3]2[c:4]([n:5][cH:6][n:7]1)[cH:8][cH:9][n:10]2[CH2:11][C:12](=[O:13])[O:14][CH2:15][CH3:16]. The reactants are BrC=1C=CC2=C(C(OC(N2)C(F)(F)F)(C)C)C1 (6-bromo-4,4-dimethyl-2-(trifluoromethyl)-1,4-dihydro-2H-3,1-benzoxazine), BrC1=C(C=C(S1)C#N)C (5-bromo-4-methyl-2-thiophene-carbonitrile). Product: CC1(OC(NC2=C1C=C(C=C2)C2=C(C=C(S2)C#N)C)C(F)(F)F)C (5-[4,4-Dimethyl-2-(trifluoromethyl)-1,4-dihydro-2H-3,1-benzoxazin-6-yl]-4-methylthiophene-2-carbonitrile). Reaction SMILES: Br[C:2]1[CH:3]=[CH:4][C:5]2[NH:10][CH:9]([C:11]([F:14])([F:13])[F:12])[O:8][C:7]([CH3:16])([CH3:15])[C:6]=2[CH:17]=1.Br[C:19]1[S:23][C:22]([C:24]#[N:25])=[CH:21][C:20]=1[CH3:26]>>[CH3:15][C:7]1([CH3:16])[C:6]2[CH:17]=[C:2]([C:19]3[S:23][C:22]([C:24]#[N:25])=[CH:21][C:20]=3[CH3:26])[CH:3]=[CH:4][C:5]=2[NH:10][CH:9]([C:11]([F:14])([F:13])[F:12])[O:8]1. Procedure details: Prepared according to the coupling procedure for Example 13 from 6-bromo-4,4-dimethyl-2-(trifluoromethyl)-1,4-dihydro-2H-3,1-benzoxazine and 5-bromo-4-methyl-2-thiophene-carbonitrile. A yellowish solid: mp 97-98° C.; 1H-NMR (DMSO-d6) δ 7.82 (s, 1H), 7.26 (d, 1H, J=1.7 Hz), 7.21 (dd, 1H, J=8.1, 2.1 Hz), 7.16 (s, 1H), 6.88 (d, 1H, J=8.1 Hz), 5.40 (m, 1H), 2.27 (s, 3H), 1.56 (s, 3H), 1.55 (s, 3H); MS (ESI) m/z 351 [M−H]−. Starting materials: ClC1=CC=C(OC(C(=O)O)(C)C)C=C1 (2-(4-chlorophenoxy)-2-methylpropionic acid), [Si](C)(C)(C(C)(C)C)O[C@@H]1C=C2C=C[C@@H]([C@@H]([C@H]2[C@H](C1)O)CC[C@@H]1C[C@H](CC(O1)=O)O[Si](C)(C)C(C)(C)C)C ((4R,6R)-6-{(1S,2S,6S,8S,8aR)-2-[1,2,6,7,8,8a-hexahydro-6-t-butyldimethylsilyloxy-8-hydroxy-2-methyl-1-naphthyl}ethyl)tetrahydro-4-t-butyldimethylsilyloxy-2H-pyran-2-one). Reaction SMILES: [Cl:1][C:2]1[CH:14]=[CH:13][C:5]([O:6][C:7]([CH3:12])([CH3:11])[C:8]([OH:10])=[O:9])=[CH:4][CH:3]=1.[Si:15]([O:22][C@H:23]1[CH2:32][C@H:31](O)[C@H:30]2[C:25]([CH:26]=[CH:27][C@H:28]([CH3:51])[C@@H:29]2[CH2:34][CH2:35][C@H:36]2[O:41][C:40](=[O:42])[CH2:39][C@H:38]([O:43][Si:44]([C:47]([CH3:50])([CH3:49])[CH3:48])([CH3:46])[CH3:45])[CH2:37]2)=[CH:24]1)([C:18]([CH3:21])([CH3:20])[CH3:19])([CH3:17])[CH3:16]>>[Si:15]([O:22][C@H:23]1[CH2:32][C@H:31]([O:9][C:8](=[O:10])[C:7]([O:6][C:5]2[CH:4]=[CH:3][C:2]([Cl:1])=[CH:14][CH:13]=2)([CH3:12])[CH3:11])[C@H:30]2[C:25]([CH:26]=[CH:27][C@H:28]([CH3:51])[C@@H:29]2[CH2:34][CH2:35][C@H:36]2[O:41][C:40](=[O:42])[CH2:39][C@H:38]([O:43][Si:44]([C:47]([CH3:50])([CH3:49])[CH3:48])([CH3:45])[CH3:46])[CH2:37]2)=[CH:24]1)([C:18]([CH3:19])([CH3:20])[CH3:21])([CH3:17])[CH3:16]. Product: [Si](C)(C)(C(C)(C)C)O[C@@H]1C=C2C=C[C@@H]([C@@H]([C@H]2[C@H](C1)OC(C(C)(C)OC1=CC=C(C=C1)Cl)=O)CC[C@@H]1C[C@H](CC(O1)=O)O[Si](C)(C)C(C)(C)C)C ((4R,6R)-6-([1S,2S,6S,8S,8aR]-2-{1,2,6,7,8,8a-Hexahydro-6-t-butyldimethylsilyloxy-8-[2-(4-chlorophenoxy)-2-methylpropionyloxy]-2-methyl-1-naphthyl}ethyl)tetrahydro-4-t-butyldimethylsilyloxy-2H-pyran-2-one). Reported procedure: A procedure similar to that described in Example 10, above, was followed, but using 0.78 g of 2-(4-chlorophenoxy)-2-methylpropionic acid and 1.0 g of (4R,6R)-6-{(1S,2S,6S,8S,8aR)-2-[1,2,6,7,8,8a-hexahydro-6-t-butyldimethylsilyloxy-8-hydroxy-2-methyl-1-naphthyl}ethyl)tetrahydro-4-t-butyldimethylsilyloxy-2H-pyran-2-one [prepared as described in Example B, above], to give1.08 g of the title compound as a colorless foam. The reactants are C=CCC(CCCC(N)=O)C(=O)OC, CCOCC, CN(C)C=O, [NH4+], [OH-], O, O=S(Cl)Cl. Yields the product C=CCC(CCCC#N)C(=O)OC. RXN SMILES: [C:10](=[O:11])([O:12][CH3:13])[CH:14]([CH2:15][CH2:16][CH2:17][C:18](=[O:19])[NH2:20])[CH2:21][CH:22]=[CH2:23].[CH2:26]([O:27][CH2:28][CH3:29])[CH3:30].[CH3:5][N:6]([CH3:7])[CH:8]=[O:9].[NH4+:24].[OH-:25].[OH2:31].[S:1]([Cl:2])([Cl:3])=[O:4]>>[C:10](=[O:11])([O:12][CH3:13])[CH:14]([CH2:15][CH2:16][CH2:17][C:18]#[N:20])[CH2:21][CH:22]=[CH2:23]. Reactants: O (Water), OC1=CC=C(C=C1)N=NC1=CC=C(C=C1)O (4,4'-dihydroxyazobenzene), C(C(C)(C)C)(=O)Cl (pivaloyl chloride), N#N (N2). The solvent is N1=CC=CC=C1 (pyridine). Product: C(C(C)(C)C)(=O)OC1=CC=C(C=C1)N=NC1=CC=C(C=C1)OC(C(C)(C)C)=O (4,4'-dipivaloyloxyazobenzene). RXN SMILES: [OH:1][C:2]1[CH:7]=[CH:6][C:5]([N:8]=[N:9][C:10]2[CH:15]=[CH:14][C:13]([OH:16])=[CH:12][CH:11]=2)=[CH:4][CH:3]=1.[C:17](Cl)(=[O:22])[C:18]([CH3:21])([CH3:20])[CH3:19].N#N.[OH2:26]>N1C=CC=CC=1>[C:17]([O:16][C:13]1[CH:14]=[CH:15][C:10]([N:9]=[N:8][C:5]2[CH:4]=[CH:3][C:2]([O:1][C:17](=[O:26])[C:18]([CH3:21])([CH3:20])[CH3:19])=[CH:7][CH:6]=2)=[CH:11][CH:12]=1)(=[O:22])[C:18]([CH3:21])([CH3:20])[CH3:19]. Reported procedure: 1 g (0.0047 mole) of 4,4'-dihydroxyazobenzene and 2 g (0.016 mole) of pivaloyl chloride was stirred in 20 mls of pyridine for 24 hrs. at room temperature. The solvent was blown off under a stream of N2. Water was added and the crude product filtered and recrystallized from ethanol; 1.5 g (83%) yield. M.P.~185°-188° C. Procedure: n-Butanoic acid (0.881 g, 10 mmol) was added slowly dropwise to chlorosulfonyl isocyanate (1.42 g, 10 mmol), with ice/water bath cooling as required to maintain gentle gas evolution. After the addition was complete, the residue was taken up in benzene (10 mL) and the mixture concentrated in vacuo to provide the title compound (1.85 g, quantitative) as a crystalline, hygroscopic solid. Isolated yield 99.7%. Yields the product C(CCC)(=O)NS(=O)(=O)Cl (Butyrylsulfamoyl Chloride). Reaction SMILES: [C:1]([OH:6])(=O)[CH2:2][CH2:3][CH3:4].[Cl:7][S:8]([N:11]=C=O)(=[O:10])=[O:9]>C1C=CC=CC=1>[C:1]([NH:11][S:8]([Cl:7])(=[O:10])=[O:9])(=[O:6])[CH2:2][CH2:3][CH3:4]. Starting materials: C(CCC)(=O)O (n-Butanoic acid), ClS(=O)(=O)N=C=O (chlorosulfonyl isocyanate). The solvent is C1=CC=CC=C1 (benzene). Starting materials: Oc1cccc(Br)c1, Cc1ccccc1, Oc1ccccc1CCC1CCCCC1, CCOC(=O)N=NC(=O)OCC, C1CCOC1, c1ccc(P(c2ccccc2)c2ccccc2)cc1. Yields the product Brc1cccc(OCCC2CCCCC2)c1. RXN SMILES: [Br:1][c:2]1[cH:3][c:4]([OH:8])[cH:5][cH:6][cH:7]1.[CH3:55][c:56]1[cH:57][cH:58][cH:59][cH:60][cH:61]1.[CH:9]1([CH2:15][CH2:16][c:17]2[cH:18][cH:19][cH:20][cH:21][c:22]2[OH:23])[CH2:10][CH2:11][CH2:12][CH2:13][CH2:14]1.[O:43]=[C:44]([O:45][CH2:46][CH3:47])[N:48]=[N:49][C:50]([O:51][CH2:52][CH3:53])=[O:54].[O:62]1[CH2:63][CH2:64][CH2:65][CH2:66]1.[c:24]1([P:25]([c:26]2[cH:27][cH:28][cH:29][cH:30][cH:31]2)[c:32]2[cH:33][cH:34][cH:35][cH:36][cH:37]2)[cH:38][cH:39][cH:40][cH:41][cH:42]1>>[Br:1][c:2]1[cH:3][c:4]([O:8][CH2:16][CH2:15][CH:9]2[CH2:10][CH2:11][CH2:12][CH2:13][CH2:14]2)[cH:5][cH:6][cH:7]1.